This data is from the Open Reaction Database (ORD), a public repository of structured organic reaction records. The task is: describe an organic reaction: reactants, conditions, products, and yield The reactants are CNN (Methylhydrazine), OC=1C(N(C(=NC1)CON1C(C=2C(C1=O)=CC=CC2)=O)C)=O (N-[(3,4-dihydro-5-hydroxy-3-methyl-4-oxo-2-pyrimidinyl)methoxy]phthalimide). Solvent: CN(C=O)C (dimethylformamide). Conditions: time 3 hour. The product is NOCC1=NC=C(C(N1C)=O)O (2-[(aminooxy)methyl]-5-hydroxy-3-methyl-4(3H)-pyrimidinone). The yield is 73.0%. RXN SMILES: CNN.[OH:4][C:5]1[C:6](=[O:25])[N:7]([CH3:24])[C:8]([CH2:11][O:12][N:13]2C(=O)C3=CC=CC=C3C2=O)=[N:9][CH:10]=1>CN(C)C=O>[NH2:13][O:12][CH2:11][C:8]1[N:7]([CH3:24])[C:6](=[O:25])[C:5]([OH:4])=[CH:10][N:9]=1. Procedure details: Methylhydrazine (92 mg) (2 mmol) are added at 0° C. to a suspension of 301 mg (1 mmol) of N-[(3,4-dihydro-5-hydroxy-3-methyl-4-oxo-2-pyrimidinyl)methoxy]phthalimide in 9 ml of absolute dimethylformamide. A solution gradually results and this is then stirred at room temperature for 3 hours. The solution is concentrated in a high vacuum at room temperature, the residue is washed with petroleum ether and finally 10 ml of water are added thereto. After good intermixing the mixture is filtered. The f... Starting materials: C(C)C=1N(C2=CC=CC(=C2C1CC(=O)N)O)CC1=CC=CC=C1 (2-Ethyl-4-hydroxy-1-(phenylmethyl)-1H-indole-3-acetamide), [H-].[Na+] (NaH), BrCC(=O)OC (methyl 2-bromoacetate). Solvent: hexanes, CN(C)C=O (DMF), O (water). Reaction conditions: time 0.5 hour. Product: COC(COC1=C2C(=C(N(C2=CC=C1)CC1=CC=CC=C1)CC)CC(=O)N)=O (2-[[3-(2-amino-2-oxoethyl)-2-ethyl-1-(phenylmethyl)-1H-indol-4-yl]oxy]acetic acid methyl ester). Yield: 71.1%. RXN SMILES: [CH2:1]([C:3]1[N:4]([CH2:17][C:18]2[CH:23]=[CH:22][CH:21]=[CH:20][CH:19]=2)[C:5]2[C:10]([C:11]=1[CH2:12][C:13]([NH2:15])=[O:14])=[C:9]([OH:16])[CH:8]=[CH:7][CH:6]=2)[CH3:2].[H-].[Na+].Br[CH2:27][C:28]([O:30][CH3:31])=[O:29]>CN(C=O)C.O>[CH3:31][O:30][C:28](=[O:29])[CH2:27][O:16][C:9]1[CH:8]=[CH:7][CH:6]=[C:5]2[C:10]=1[C:11]([CH2:12][C:13]([NH2:15])=[O:14])=[C:3]([CH2:1][CH3:2])[N:4]2[CH2:17][C:18]1[CH:23]=[CH:22][CH:21]=[CH:20][CH:19]=1 |f:1.2|. Procedure: 2-Ethyl-4-hydroxy-1-(phenylmethyl)-1H-indole-3-acetamide (135 mg, 0.44 mmol) was added to 17.6 mg (0.44 mmol) of NaH/mineral oil (washed with hexanes) in 5 mL of DMF, stirred 0.5 hour, 0.04 mL (0.44 mmol) of methyl 2-bromoacetate added and stirring maintained for 5 hours. The mixture was diluted with water, extracted with ethyl acetate. Some material was insoluble and was filtered. The ethyl acetate was washed with brine, dried (MgSO4) and concentrated. The residue was combined with the filtered...